From a dataset of the Open Reaction Database (ORD), a public repository of structured organic reaction records. describe an organic reaction: reactants, conditions, products, and yield The reactants are CO (methanol), C(C1=CC=CC=C1)(=O)N1C(CCCC1)C (1-benzoyl-2-methylpiperidine), C(C1=CC=CC=C1)(=O)N1C(CCCC1)C (1-benzoyl-2-methylpiperidine). Reagents/catalysts: F[B-](F)(F)F.C[N+](C)(C)C (tetramethylammonium tetrafluoroborate). The product is C(C1=CC=CC=C1)(=O)N1C(CCCC1OC)C (1-benzoyl-2-methyl-6-methoxypiperidine), product. Isolated yield 77.5%. Reaction SMILES: [C:1]([N:9]1[CH2:14][CH2:13][CH2:12][CH2:11][CH:10]1[CH3:15])(=[O:8])[C:2]1[CH:7]=[CH:6][CH:5]=[CH:4][CH:3]=1.[CH3:16][OH:17]>F[B-](F)(F)F.C[N+](C)(C)C>[C:1]([N:9]1[CH:14]([O:17][CH3:16])[CH2:13][CH2:12][CH2:11][CH:10]1[CH3:15])(=[O:8])[C:2]1[CH:7]=[CH:6][CH:5]=[CH:4][CH:3]=1 |f:2.3|. Reported procedure: In the same manner as in Example 5, there are electrolyzed 43.8 g of 1-benzoyl-2-methylpiperidine and 60.2 g of methanol in the presence of 0.3 g of tetramethylammonium tetrafluoroborate as conducting salt. After throughput of 2.5 Faraday per mol of 1-benzoyl-2-methylpiperidine the current is switched off. After work-up of the electrolysis solution, 39.0 g of 1-benzoyl-2-methyl-6-methoxypiperidine (boiling point 78°-81° C./0.1 mm Hg; nD25 =1.5340) are obtained which corresponds to a product yiel... Starting materials: CCOCC, [Cl-], [Li]c1ccccc1, CC(Cn1ccc2c1-c1cc(C(=O)OS(C)(=O)=O)ccc1C2)N=[N+]=[N-], [NH4+], C1CCOC1, O. Product: CC(Cn1ccc2c1-c1cc(O)ccc1C2)N=[N+]=[N-]. Reaction SMILES: [CH3:33][CH2:34][O:35][CH2:36][CH3:37].[Cl-:38].[Li:1][c:2]1[cH:3][cH:4][cH:5][cH:6][cH:7]1.[N:8](=[N+:9]=[N-:10])[CH:11]([CH2:12][n:13]1[c:14]2[c:15]([cH:16][cH:17]1)[CH2:18][c:19]1[cH:20][cH:21][c:22]([C:25]([O:26][S:27]([CH3:28])(=[O:29])=[O:30])=[O:31])[cH:23][c:24]1-2)[CH3:32].[NH4+:39].[O:41]1[CH2:42][CH2:43][CH2:44][CH2:45]1.[OH2:40]>>[N:8](=[N+:9]=[N-:10])[CH:11]([CH2:12][n:13]1[c:14]2[c:15]([cH:16][cH:17]1)[CH2:18][c:19]1[cH:20][cH:21][c:22]([OH:35])[cH:23][c:24]1-2)[CH3:32]. The reactants are I.C1(=CC=CC=C1)C(NC(SC)=N)C1=CC=CC=C1 (1-diphenylmethyl-2-methyl-2-thiopseudourea hydroiodide), CNCCCNC (N,N'-dimethyl-1,3-propanediamine), ClC1=C(C=CC=C1)Cl (o-dichlorobenzene). Product: I.C1(=CC=CC=C1)C(C1=CC=CC=C1)N=C1N(CCCN1C)C (2-diphenylmethylimino-1,2,3,4,5,6-hexahydro-1,3-dimethylpyrimidine hydroiodide). Yield: 59.8%. RXN SMILES: [IH:1].[C:2]1([CH:8]([C:14]2[CH:19]=[CH:18][CH:17]=[CH:16][CH:15]=2)[NH:9][C:10](=[NH:13])SC)[CH:7]=[CH:6][CH:5]=[CH:4][CH:3]=1.[CH3:20][NH:21][CH2:22][CH2:23][CH2:24]NC.Cl[C:28]1C=CC=CC=1Cl>>[IH:1].[C:2]1([CH:8]([N:9]=[C:10]2[N:21]([CH3:20])[CH2:22][CH2:23][CH2:24][N:13]2[CH3:28])[C:14]2[CH:19]=[CH:18][CH:17]=[CH:16][CH:15]=2)[CH:7]=[CH:6][CH:5]=[CH:4][CH:3]=1 |f:0.1,4.5|. Procedure: To 38.43 grams (0.10 mole) of 1-diphenylmethyl-2-methyl-2-thiopseudourea hydroiodide in 200 milliliters of o-dichlorobenzene was added 10.22 grams (0.10 mole) of N,N'-dimethyl-1,3-propanediamine and the resulting mixture heated under reflux for 21 hours. The reaction mixture was cooled, the solvent decanted therefrom and isopropanol added to the gummy residue to obtain 24.35 grams (59.8 percent yield) of 2-diphenylmethylimino-1,2,3,4,5,6-hexahydro-1,3-dimethylpyrimidine hydroiodide product of m.... Reactants: [H-], O=[N+]([O-])c1cccc(CBr)c1, [Na+], O=P([O-])([O-])[O-], CN(C)C=O, O, OCCO. Yields the product O=[N+]([O-])c1cccc(COCCO)c1. As a reaction SMILES: [H-:5].[N+:7](=[O:8])([O-:9])[c:10]1[cH:11][c:12]([CH2:13][Br:14])[cH:15][cH:16][cH:17]1.[Na+:6].[O-:18][P:19](=[O:20])([O-:21])[O-:22].[O:23]=[CH:24][N:25]([CH3:26])[CH3:27].[OH2:28].[OH:1][CH2:2][CH2:3][OH:4]>>[O:1]([CH2:2][CH2:3][OH:4])[CH2:13][c:12]1[cH:11][c:10]([N+:7](=[O:8])[O-:9])[cH:17][cH:16][cH:15]1.